From a dataset of the Open Reaction Database (ORD), a public repository of structured organic reaction records. describe an organic reaction: reactants, conditions, products, and yield Reactants: C(C)(C)(C)OC(N\C(\C1CN2C=CC3=C(C(=CC(=C23)CN1)CCC1=CC=CC=C1)C(F)(F)F)=N/C(=O)OC(C)(C)C)=O (Z-tert-butyl(((tert-butoxycarbonyl)imino)(6-phenethyl-7-(trifluoromethyl)-3,4-dihydro-[1,4]diazepino[6,7,1-hi]indol-2(1H)-yl)methyl)carbamate), Cl (HCl). Solvent: C(Cl)Cl (CH2Cl2), O1CCOCC1 (1,4-dioxane). Reaction conditions: time 8 hour. The product is C(CC1=CC=CC=C1)C=1C(=C2C=CN3C2=C(C1)CNC(C3)C(N)=N)C(F)(F)F (6-phenethyl-7-(trifluoromethyl)-3,4-dihydro-[1,4]diazepino[6,7,1-hi]indole-2(1H)-carboximidamide). Yield: 51.8%. As a reaction SMILES: C(OC(=O)[NH:7]/[C:8](=[N:34]\C(OC(C)(C)C)=O)/[CH:9]1[NH:21][CH2:20][C:18]2=[C:19]3[C:14](=[C:15]([C:30]([F:33])([F:32])[F:31])[C:16]([CH2:22][CH2:23][C:24]4[CH:29]=[CH:28][CH:27]=[CH:26][CH:25]=4)=[CH:17]2)[CH:13]=[CH:12][N:11]3[CH2:10]1)(C)(C)C.Cl>C(Cl)Cl.O1CCOCC1>[CH2:22]([C:16]1[C:15]([C:30]([F:33])([F:32])[F:31])=[C:14]2[C:19]3=[C:18]([CH2:20][NH:21][CH:9]([C:8](=[NH:7])[NH2:34])[CH2:10][N:11]3[CH:12]=[CH:13]2)[CH:17]=1)[CH2:23][C:24]1[CH:25]=[CH:26][CH:27]=[CH:28][CH:29]=1. Reported procedure: A solution of Z-tert-butyl(((tert-butoxycarbonyl)imino)(6-phenethyl-7-(trifluoromethyl)-3,4-dihydro-[1,4]diazepino[6,7,1-hi]indol-2(1H)-yl)methyl)carbamate (74 mg, 0.13 mmol) in CH2Cl2 (5 mL) was treated with 4M HCl in 1,4-dioxane (12 mL) and the resulting mixture was stirred at room temperature overnight. Evaporation of the solvent and trituration with diethyl ether yielded 6-phenethyl-7-(trifluoromethyl)-3,4-dihydro-[1,4]diazepino[6,7,1-hi]indole-2(1H)-carboximidamide (26 mg). Starting materials: O=[N+]([O-])c1cc2c(cc1O)C1CCCNC1C2, O=C(O)c1ccc2[nH]cnc2c1. Yields the product O=C(c1ccc2[nH]cnc2c1)N1CCCC2c3cc(O)c([N+](=O)[O-])cc3CC21. Reaction SMILES: [N+:13](=[O:14])([O-:15])[c:16]1[cH:17][c:18]2[c:26]([cH:27][c:28]1[OH:29])[CH:25]1[CH:20]([CH2:19]2)[NH:21][CH2:22][CH2:23][CH2:24]1.[nH:1]1[cH:2][n:3][c:4]2[c:5]1[cH:6][cH:7][c:8]([C:10](=[O:11])[OH:12])[cH:9]2>>[nH:1]1[cH:2][n:3][c:4]2[c:5]1[cH:6][cH:7][c:8]([C:10](=[O:12])[N:21]1[CH:20]3[CH2:19][c:18]4[cH:17][c:16]([N+:13](=[O:14])[O-:15])[c:28]([OH:29])[cH:27][c:26]4[CH:25]3[CH2:24][CH2:23][CH2:22]1)[cH:9]2. Yields the product O=C(O)c1ccc2c(c1)C(=O)C(n1ccnc1)CC2. Reactants: O=C(O)c1ccc2c(c1)C(=O)C(Br)CC2, CN(C)C=O, c1c[nH]cn1. RXN SMILES: [Br:1][CH:2]1[C:3](=[O:15])[c:4]2[cH:5][c:6]([C:12](=[O:13])[OH:14])[cH:7][cH:8][c:9]2[CH2:10][CH2:11]1.[O:21]=[CH:22][N:23]([CH3:24])[CH3:25].[nH:16]1[cH:17][n:18][cH:19][cH:20]1>>[CH:2]1([n:16]2[cH:17][n:18][cH:19][cH:20]2)[C:3](=[O:15])[c:4]2[cH:5][c:6]([C:12](=[O:13])[OH:14])[cH:7][cH:8][c:9]2[CH2:10][CH2:11]1. The reactants are C=C(C(=O)OCC)C(C)(C)O[SiH2]C(C)(C)C, COCN(Cc1ccccc1)C[Si](C)(C)C, ClCCl, O=C(O)C(F)(F)F. Product: CCOC(=O)C1(C(C)(C)O[SiH2]C(C)(C)C)CCN(Cc2ccccc2)C1. RXN SMILES: [CH2:1]([CH3:2])[O:3][C:4]([C:5](=[CH2:6])[C:7]([O:8][SiH2:9][C:10]([CH3:11])([CH3:12])[CH3:13])([CH3:14])[CH3:15])=[O:16].[CH3:17][O:18][CH2:19][N:20]([CH2:21][Si:22]([CH3:23])([CH3:24])[CH3:25])[CH2:26][c:27]1[cH:28][cH:29][cH:30][cH:31][cH:32]1.[Cl:40][CH2:41][Cl:42].[OH:33][C:34]([C:35]([F:36])([F:37])[F:38])=[O:39]>>[CH2:1]([CH3:2])[O:3][C:4]([C:5]1([C:7]([O:8][SiH2:9][C:10]([CH3:11])([CH3:12])[CH3:13])([CH3:14])[CH3:15])[CH2:6][CH2:19][N:20]([CH2:26][c:27]2[cH:28][cH:29][cH:30][cH:31][cH:32]2)[CH2:21]1)=[O:16].